The task is: describe an organic reaction: reactants, conditions, products, and yield. This data is from the Open Reaction Database (ORD), a public repository of structured organic reaction records. The reactants are ClC1=CC=C(C=C1)C1=NNC=C1C(=O)OCC (4-chloro-phenyl-4-ethoxycarbonyl-pyrazole), solution. Run in O1CCCC1 (tetrahydrofuran), C1=CC=CC=C1 (benzene). Reaction conditions: time 2 hour. Yields the product ClC1=CC=C(C=C1)C1=NNC=C1CO (3-(4-chloro-phenyl)-4-hydroxymethyl-pyrazole). RXN SMILES: [Cl:1][C:2]1[CH:7]=[CH:6][C:5]([C:8]2[C:12]([C:13](OCC)=[O:14])=[CH:11][NH:10][N:9]=2)=[CH:4][CH:3]=1>O1CCCC1.C1C=CC=CC=1>[Cl:1][C:2]1[CH:3]=[CH:4][C:5]([C:8]2[C:12]([CH2:13][OH:14])=[CH:11][NH:10][N:9]=2)=[CH:6][CH:7]=1. Procedure details: A solution of 12 g of ethyl-(4-chloro-phenyl-4-ethoxycarbonyl-pyrazole in 150 ml of tetrahydrofuran is cooled in an ice bath. Then 25 ml of a 1 molar solution of aluminum hydride triethylamine complex in benzene is added dropwise. After the addition, the ice bath is removed and the gelatinous mixture stirred at room temperature for 21/2 hours. Excess reagent is then destroyed by the dropwise addition of water followed by 30 ml of an aqueous 2N solution of sodium hydroxide. The layers are separat... Reactants: Cl (hydrochloride), C1(=CC=CC=C1)C1(C(C1)CN1CCOCC1)C(=O)OCC (1-phenyl 1-ethoxycarbonyl 2-morpholinomethyl cyclopropane), acid chloride, N (ammonia), Cl (hydrochloric acid). Yields the product ClC1=C(C=CC=C1)C1(C(C1)CN(C)C)C(=O)N (1-orthochlorophenyl 1-aminocarbonyl 2-dimethylamino methyl cyclopropane). Reaction SMILES: [ClH:1].[C:2]1([C:8]2([C:18]([O:20]CC)=O)[CH2:10][CH:9]2[CH2:11][N:12]2[CH2:17]COC[CH2:13]2)[CH:7]=[CH:6][CH:5]=[CH:4][CH:3]=1.[NH3:23]>>[Cl:1][C:3]1[CH:4]=[CH:5][CH:6]=[CH:7][C:2]=1[C:8]1([C:18]([NH2:23])=[O:20])[CH2:10][CH:9]1[CH2:11][N:12]([CH3:17])[CH3:13]. Procedure: In a manner similar to that described in Example 1 but hydrolyzing the hydrochloride of 1-orthochlorophenyl 1-ethoxycarbonyl 2-dimethylaminomethyl cyclopropane (Z) and then treating the intermediate acid chloride with ammonia and salifying with hydrochloric acid, there is obtained the product of the formula ##STR17## The reactants are COC(C1=CC=C(C=C1)C=O)=O (4-formylbenzoic acid methyl ester), FC(C=1C=C(CN([C@@H]2C3=C(NCCC2)C=C(C(=C3)C)C(F)(F)F)C=3N=NN(N3)C)C=C(C1)C(F)(F)F)(F)F ((S)-(3,5-bistrifluoromethylbenzyl)-(2-methyl-2H-tetrazol-5-yl)-(7-methyl-8-trifluoromethyl-2,3,4,5-tetrahydro-1H-benzo[b]azepin-5-yl)amine), C(C)(=O)O[BH-](OC(C)=O)OC(C)=O.[Na+] (sodium triacetoxy borohydride). Solvent: C(C)(=O)O (acetic acid), ClCCCl (1,2-dichloroethane), C(Cl)Cl (methylene chloride). Reaction conditions: time 2 hour. Product: COC(C1=CC=C(C=C1)CN1C2=C([C@H](CCC1)N(C=1N=NN(N1)C)CC1=CC(=CC(=C1)C(F)(F)F)C(F)(F)F)C=C(C(=C2)C(F)(F)F)C)=O ((S)-4-{5-[(3,5-Bis-trifluoromethyl-benzyl)-(2-methyl-2H-tetrazol-5-yl)-amino]-7-methyl-8-trifluoromethyl-2,3,4,5-tetrahydro-benzo[b]azepin-1-ylmethyl}-benzoic acid methyl ester). Yield: 52.5%. Reaction SMILES: [CH3:1][O:2][C:3](=[O:12])[C:4]1[CH:9]=[CH:8][C:7]([CH:10]=O)=[CH:6][CH:5]=1.[F:13][C:14]([F:50])([F:49])[C:15]1[CH:16]=[C:17]([CH:42]=[C:43]([C:45]([F:48])([F:47])[F:46])[CH:44]=1)[CH2:18][N:19]([C:36]1[N:37]=[N:38][N:39]([CH3:41])[N:40]=1)[C@H:20]1[CH2:26][CH2:25][CH2:24][NH:23][C:22]2[CH:27]=[C:28]([C:32]([F:35])([F:34])[F:33])[C:29]([CH3:31])=[CH:30][C:21]1=2.C(O[BH-](OC(=O)C)OC(=O)C)(=O)C.[Na+]>C(O)(=O)C.ClCCCl.C(Cl)Cl>[CH3:1][O:2][C:3](=[O:12])[C:4]1[CH:9]=[CH:8][C:7]([CH2:10][N:23]2[CH2:24][CH2:25][CH2:26][C@H:20]([N:19]([CH2:18][C:17]3[CH:42]=[C:43]([C:45]([F:48])([F:47])[F:46])[CH:44]=[C:15]([C:14]([F:13])([F:50])[F:49])[CH:16]=3)[C:36]3[N:37]=[N:38][N:39]([CH3:41])[N:40]=3)[C:21]3[CH:30]=[C:29]([CH3:31])[C:28]([C:32]([F:34])([F:33])[F:35])=[CH:27][C:22]2=3)=[CH:6][CH:5]=1 |f:2.3|. Procedure details: Add 4-formylbenzoic acid methyl ester (133 mg, 0.815 mmol) to a solution of (S)-(3,5-bis-trifluoromethylbenzyl)-(2-methyl-2H-tetrazol-5-yl)-(7-methyl-8-trifluoromethyl-2,3,4,5-tetrahydro-1H-benzo[b]azepin-5-yl)amine (Example 3, Step 18) (150 mg, 0.272 mmol) in acetic acid (1 mL) and 1,2-dichloroethane (10 mL) at room temperature under nitrogen and stir for 2 h. Add sodium triacetoxy borohydride (231 mg, 1.08 mmol) and stir for 3 h. Dilute the mixture with methylene chloride (30 mL) and wash with... Product: N1=CNC2=C1C=CC=C2 (benzimidazole). Run in CO (methanol). The reactants are C(=O)(OC1=CC=CC=C1)C1=CC=C(C=C1)C=1NC2=C(N1)C=C(C(=C2)N)N (2-[p-carbophenoxyphenyl]-5,6-diaminobenzimidazole), C1(=CC=CC=C1)S(=O)(=O)C1=CC=CC=C1 (diphenyl sulfone), C1(=CC=CC=C1)O (phenol). Reaction SMILES: C(C1C=CC([C:16]2[NH:17][C:18]3[CH:24]=[C:23](N)[C:22](N)=[CH:21][C:19]=3[N:20]=2)=CC=1)(OC1C=CC=CC=1)=O.C1(S(C2C=CC=CC=2)(=O)=O)C=CC=CC=1.C1(O)C=CC=CC=1>CO>[N:17]1[C:18]2[CH:24]=[CH:23][CH:22]=[CH:21][C:19]=2[NH:20][CH:16]=1. Isolated yield 169.3%. Reaction conditions: temperature 250 celsius. Procedure details: A polymerization flask equipped with nitrogen inlet and outlet tubes and mechanical stirrer was thoroughly flamed and purged with nitrogen. To this was added a mixture containing 5.0 g (14.5 mmole) of 2-[p-carbophenoxyphenyl]-5,6-diaminobenzimidazole and 25 g of diphenyl sulfone. The reaction flask was then slowly heated to 250° C and maintained at that temperature for 6 hours. During this time, phenol sublimed from the reaction mixture, and a precipitate formed. The flask was cooled to 125° C a... The reactants are C(C)(C)(C)OC(N[C@@H](CC(CCC1=CC=C(C=C1)OC[C@H]1OC(OC1)(C)C)(C)C)CN)=O ({(S)-1-Aminomethyl-5-[4-((R)-2,2-dimethyl-[1,3]dioxolan-4-ylmethoxy)-phenyl]-3,3-dimethyl-pentyl}-carbamic acid tert-butyl ester), C(=O)(C(F)(F)F)O (TFA). The solvent is C(Cl)Cl (DCM). Product: N[C@@H](CC(CCC1=CC=C(OC[C@H](CO)O)C=C1)(C)C)CN ((S)-3-[4-((S)-5,6-Diamino-3,3-dimethyl-hexyl)-phenoxy]-propane-1,2-diol). As a reaction SMILES: C(OC(=O)[NH:7][C@H:8]([CH2:30][NH2:31])[CH2:9][C:10]([CH3:29])([CH3:28])[CH2:11][CH2:12][C:13]1[CH:18]=[CH:17][C:16]([O:19][CH2:20][C@@H:21]2[CH2:25][O:24]C(C)(C)[O:22]2)=[CH:15][CH:14]=1)(C)(C)C.C(O)(C(F)(F)F)=O>C(Cl)Cl>[NH2:7][C@H:8]([CH2:30][NH2:31])[CH2:9][C:10]([CH3:28])([CH3:29])[CH2:11][CH2:12][C:13]1[CH:18]=[CH:17][C:16]([O:19][CH2:20][C@@H:21]([OH:22])[CH2:25][OH:24])=[CH:15][CH:14]=1. Reported procedure: A solution of {(S)-1-Aminomethyl-5-[4-((R)-2,2-dimethyl-[1,3]dioxolan-4-ylmethoxy)-phenyl]-3,3-dimethyl-pentyl}-carbamic acid tert-butyl ester (0.13 g, 0.28 mmol) and TFA (1 ml) in DCM (5 ml) is stirred at room temperature for 1 hour, then loaded onto an SCX-2 cartridge which has been pre-eluted with MeOH. The cartridge is eluted with MeOH (2×5 ml), followed by 7M NH3 in MeOH (2×5 ml) to yield (S)-3-[4-((S)-5,6-Diamino-3,3-dimethyl-hexyl)-phenoxy]-propane-1,2-diol in 80% purity as a colourless o... Reactants: CCNCC, COc1ccc(C(=O)Cl)cc1OCc1ccccc1, CCCCCCC, ClCCl. The product is CCN(CC)C(=O)c1ccc(OC)c(OCc2ccccc2)c1. Reaction SMILES: [CH2:1]([CH3:2])[NH:3][CH2:4][CH3:5].[CH2:6]([c:7]1[cH:8][cH:9][cH:10][cH:11][cH:12]1)[O:13][c:14]1[cH:15][c:16]([C:17](=[O:18])[Cl:19])[cH:20][cH:21][c:22]1[O:23][CH3:24].[CH3:25][CH2:26][CH2:27][CH2:28][CH2:29][CH2:30][CH3:31].[Cl:32][CH2:33][Cl:34]>>[CH2:1]([CH3:2])[N:3]([CH2:4][CH3:5])[C:17]([c:16]1[cH:15][c:14]([O:13][CH2:6][c:7]2[cH:8][cH:9][cH:10][cH:11][cH:12]2)[c:22]([O:23][CH3:24])[cH:21][cH:20]1)=[O:18]. The reactants are CSC1=NCCN1, ClCCl, I, NCC1CCCc2cc(S(=O)(=O)c3ccccc3)ccc21. Yields the product O=S(=O)(c1ccccc1)c1ccc2c(c1)CCCC2CNC1=NCCN1. As a reaction SMILES: [CH3:23][S:24][C:25]1=[N:29][CH2:28][CH2:27][NH:26]1.[Cl:30][CH2:31][Cl:32].[IH:22].[c:1]1([S:7](=[O:8])(=[O:9])[c:10]2[cH:11][c:12]3[c:17]([cH:18][cH:19]2)[CH:16]([CH2:20][NH2:21])[CH2:15][CH2:14][CH2:13]3)[cH:2][cH:3][cH:4][cH:5][cH:6]1>>[c:1]1([S:7](=[O:8])(=[O:9])[c:10]2[cH:11][c:12]3[c:17]([cH:18][cH:19]2)[CH:16]([CH2:20][NH:21][C:25]2=[N:26][CH2:27][CH2:28][NH:29]2)[CH2:15][CH2:14][CH2:13]3)[cH:2][cH:3][cH:4][cH:5][cH:6]1. The reactants are CN(/C=C/C(=O)C1=NN(C=CC1=O)C1=CC=CC=C1)C (3-((E)-3-Dimethylamino-acryloyl)-1-phenyl-1H-pyridazin-4-one), ClC1=CC=C(C=C1)NN (4-chloro-phenylhydrazine), Cl (HCl). The product is ClC1=CC=C(C=C1)N1N=CC=C1C1=NN(C=CC1=O)C1=CC=CC=C1 (3-[2-(4-Chloro-phenyl)-2H-pyrazol-3-yl]-1-phenyl-1H-pyridazin-4-one). Isolated yield 51.0%. As a reaction SMILES: C[N:2](C)/[CH:3]=[CH:4]/[C:5]([C:7]1[C:12](=[O:13])[CH:11]=[CH:10][N:9]([C:14]2[CH:19]=[CH:18][CH:17]=[CH:16][CH:15]=2)[N:8]=1)=O.[Cl:21][C:22]1[CH:27]=[CH:26][C:25]([NH:28]N)=[CH:24][CH:23]=1.Cl>>[Cl:21][C:22]1[CH:27]=[CH:26][C:25]([N:28]2[C:5]([C:7]3[C:12](=[O:13])[CH:11]=[CH:10][N:9]([C:14]4[CH:19]=[CH:18][CH:17]=[CH:16][CH:15]=4)[N:8]=3)=[CH:4][CH:3]=[N:2]2)=[CH:24][CH:23]=1. Reported procedure: The product was obtained starting from 3-((E)-3-Dimethylamino-acryloyl)-1-phenyl-1H-pyridazin-4-one (A-1) and 4-chloro-phenylhydrazine×HCl according to the method described for Example 1 in 51% yield. Starting materials: O=Cc1cc(Br)c(O)c(Br)c1, CN(C)S(=O)(=O)Cl, CN(C)C1CCCCC1, CCOC(C)=O, CCCCCC. The product is CN(C)S(=O)(=O)c1c(Br)cc(C=O)cc1Br. Reaction SMILES: [Br:1][c:2]1[cH:3][c:4]([CH:5]=[O:6])[cH:7][c:8]([Br:11])[c:9]1[OH:10].[CH3:12][N:13]([S:14](=[O:15])(=[O:16])[Cl:17])[CH3:18].[CH3:19][N:20]([CH:21]1[CH2:22][CH2:23][CH2:24][CH2:25][CH2:26]1)[CH3:27].[CH3:28][CH2:29][O:30][C:31]([CH3:32])=[O:33].[CH3:34][CH2:35][CH2:36][CH2:37][CH2:38][CH3:39]>>[Br:1][c:2]1[cH:3][c:4]([CH:5]=[O:6])[cH:7][c:8]([Br:11])[c:9]1[S:14]([N:13]([CH3:12])[CH3:18])(=[O:15])=[O:16].